Dataset: the Open Reaction Database (ORD), a public repository of structured organic reaction records. Task: describe an organic reaction: reactants, conditions, products, and yield The reactants are BrC1=CN=C(C=2N1C=C(N2)COC2=NC1=CC=CC=C1C=C2)N2CCOCC2 (4-(5-Bromo-2-((quinolin-2-yloxy)methyl)imidazo[1,2-a]pyrazin-8-yl)morpholine), N1=CC(=CC=C1)B1OC(C)(C)C(C)(C)O1 (3-pyridineboronic acid pinacol ester). Product: N1=CC(=CC=C1)C1=CN=C(C=2N1C=C(N2)COC2=NC1=CC=CC=C1C=C2)N2CCOCC2 (4-(5-(Pyridin-3-yl)-2-((quinolin-2-yloxy)methyl)imidazo[1,2-a]pyrazin-8-yl)morpholine). RXN SMILES: Br[C:2]1[N:7]2[CH:8]=[C:9]([CH2:11][O:12][C:13]3[CH:22]=[CH:21][C:20]4[C:15](=[CH:16][CH:17]=[CH:18][CH:19]=4)[N:14]=3)[N:10]=[C:6]2[C:5]([N:23]2[CH2:28][CH2:27][O:26][CH2:25][CH2:24]2)=[N:4][CH:3]=1.[N:29]1[CH:34]=[CH:33][CH:32]=[C:31](B2OC(C)(C)C(C)(C)O2)[CH:30]=1>>[N:29]1[CH:34]=[CH:33][CH:32]=[C:31]([C:2]2[N:7]3[CH:8]=[C:9]([CH2:11][O:12][C:13]4[CH:22]=[CH:21][C:20]5[C:15](=[CH:16][CH:17]=[CH:18][CH:19]=5)[N:14]=4)[N:10]=[C:6]3[C:5]([N:23]3[CH2:24][CH2:25][O:26][CH2:27][CH2:28]3)=[N:4][CH:3]=2)[CH:30]=1. Procedure details: Compound 15a (150.0 mg, 0.34 mmol) was subjected to Suzuki coupling conditions with 3-pyridineboronic acid pinacol ester using the methods described in Example 1, Step G to obtain compound 46a. Mass Spectrum (LCMS, ESI pos.) Calcd. for C25H22N6O2: 439.1 (M+H). Found 439.1. Starting materials: C1CCOC1, CO, [Li+], [OH-], O, O, COC(=O)C1CC(SC)(c2ccc(-c3ccccc3)cc2)CN1C(=O)C(NC(=O)OC(C)(C)C)C(C)(C)C. The product is CSC1(c2ccc(-c3ccccc3)cc2)CC(C(=O)O)N(C(=O)C(NC(=O)OC(C)(C)C)C(C)(C)C)C1. RXN SMILES: [CH2:42]1[O:43][CH2:44][CH2:45][CH2:46]1.[CH3:47][OH:48].[Li+:41].[OH-:40].[OH2:39].[OH2:49].[c:1]1(-[c:33]2[cH:34][cH:35][cH:36][cH:37][cH:38]2)[cH:2][cH:3][c:4]([C:7]2([S:31][CH3:32])[CH2:8][CH:9]([C:27](=[O:28])[O:29][CH3:30])[N:10]([C:12]([CH:13]([C:14]([CH3:15])([CH3:16])[CH3:17])[NH:18][C:19](=[O:20])[O:21][C:22]([CH3:23])([CH3:24])[CH3:25])=[O:26])[CH2:11]2)[cH:5][cH:6]1>>[c:1]1(-[c:33]2[cH:34][cH:35][cH:36][cH:37][cH:38]2)[cH:2][cH:3][c:4]([C:7]2([S:31][CH3:32])[CH2:8][CH:9]([C:27](=[O:28])[OH:29])[N:10]([C:12]([CH:13]([C:14]([CH3:15])([CH3:16])[CH3:17])[NH:18][C:19](=[O:20])[O:21][C:22]([CH3:23])([CH3:24])[CH3:25])=[O:26])[CH2:11]2)[cH:5][cH:6]1. Reactants: OCC1CC=CC1 (4-hydroxymethylcyclopentene), C(C1=CC=CC=C1)(=O)Cl (benzoylchloride), O (Water). The solvent is N1=CC=CC=C1 (pyridine). Reaction conditions: time 1.25 hour. Product: C1(CC=CC1)COC(C1=CC=CC=C1)=O ((3-cyclopenten-1-yl)methylbenzoate). The yield is 91.0%. Reaction SMILES: [OH:1][CH2:2][CH:3]1[CH2:7][CH:6]=[CH:5][CH2:4]1.[C:8](Cl)(=[O:15])[C:9]1[CH:14]=[CH:13][CH:12]=[CH:11][CH:10]=1.O>N1C=CC=CC=1>[CH:3]1([CH2:2][O:1][C:8](=[O:15])[C:9]2[CH:14]=[CH:13][CH:12]=[CH:11][CH:10]=2)[CH2:7][CH:6]=[CH:5][CH2:4]1. Reported procedure: To a stirred, cooled (0° C.) solution of 4-hydroxymethylcyclopentene (J.-P. Depres and A. E. Green, J. Org. Chem. 1984, 49, 928-931, and references therein) (37.0 g, 276 mmol) in pyridine (450 mL) was added benzoylchloride (32.1 mL, 276 mmol) over 30 minutes. The resulting mixture was stirred at room temperature for 1.25 hours. Water (50 mL) was added and the volatiles removed in vacuo. The residual oil was dissolved in chloroform and the solution extracted with water and then dried over sodium ... Starting materials: C=C(C)C (isobutene), C(C)OC(C1=CC=C(C=C1)N)=O (4-aminobenzoic acid ethyl ester), FC(C=1C=C(C=O)C=CC1)(F)F (3-trifluoromethyl benzaldehyde), O.[O-]S(=O)(=O)C(F)(F)F.[Yb+3].[O-]S(=O)(=O)C(F)(F)F.[O-]S(=O)(=O)C(F)(F)F (ytterbium(III) triflate hydrate). Solvent: C(C)#N (acetonitrile). Reaction conditions: temperature 0 celsius, time 12 hour. Yields the product C(C)OC(=O)C=1C=C2C(CC(NC2=CC1)C1=CC(=CC=C1)C(F)(F)F)(C)C (4,4-dimethyl-2-(3-trifluoromethyl-phenyl)-1,2,3,4-tetrahydro-quinoline-6-carboxylic acid ethyl ester). Isolated yield 39.7%. As a reaction SMILES: [CH2:1]([O:3][C:4](=[O:12])[C:5]1[CH:10]=[CH:9][C:8]([NH2:11])=[CH:7][CH:6]=1)[CH3:2].[F:13][C:14]([F:24])([F:23])[C:15]1[CH:16]=[C:17]([CH:20]=[CH:21][CH:22]=1)[CH:18]=O.O.[O-]S(C(F)(F)F)(=O)=O.[Yb+3].[O-]S(C(F)(F)F)(=O)=O.[O-]S(C(F)(F)F)(=O)=O.[CH2:51]=[C:52]([CH3:54])[CH3:53]>C(#N)C>[CH2:1]([O:3][C:4]([C:5]1[CH:10]=[C:9]2[C:8](=[CH:7][CH:6]=1)[NH:11][CH:18]([C:17]1[CH:20]=[CH:21][CH:22]=[C:15]([C:14]([F:24])([F:23])[F:13])[CH:16]=1)[CH2:51][C:52]2([CH3:54])[CH3:53])=[O:12])[CH3:2] |f:2.3.4.5.6|. Procedure: A mixture of 4-aminobenzoic acid ethyl ester (3.3 g, 20 mmol), 3-trifluoromethyl benzaldehyde (3.48 g, 20 mmol) and ytterbium(III) triflate hydrate (1.86 g, 3 mmol) in acetonitrile (150 mL) was cooled to 0° C. in a sealed reaction bottle. Then a cooled solution of isobutene (5.6 g, 100 mmol) was added into. The reaction mixture was heated to 90° C. and stirred for 12 h. The solvent was removed in vacuo and the residue was purified on flash silica gel chromatography (silica gel from QingDao, 200-...